From a dataset of the Open Reaction Database (ORD), a public repository of structured organic reaction records. describe an organic reaction: reactants, conditions, products, and yield Starting materials: OC=1C=C2C=CC(=CC2=CC1)C(C(C)C)(O)C=1N=CN(C1)C(C1=CC=CC=C1)(C1=CC=CC=C1)C1=CC=CC=C1 (1-(6-hydroxynaphthalen-2-yl)-1-(1-trityl-1H-imidazol-4-yl)-2-methyl-1-propanol), N1=CC=CC=C1 (pyridine), C(C)(=O)O (acetic acid). Reaction conditions: time 14 hour. Product: C(C)(=O)OC=1C=C2C=CC(=CC2=CC1)C(C(C)C)(O)C=1N=CNC1 (1-(6-Acetoxynaphthalen-2-yl)-1-(1H-imidazol-4-yl)-2-methyl-1-propanol). Reaction SMILES: O[C:2]1[CH:3]=[C:4]2[C:9](=[CH:10][CH:11]=1)[CH:8]=[C:7]([C:12]([C:17]1[N:18]=[CH:19][N:20](C(C3C=CC=CC=3)(C3C=CC=CC=3)C3C=CC=CC=3)[CH:21]=1)([OH:16])[CH:13]([CH3:15])[CH3:14])[CH:6]=[CH:5]2.N1C=CC=CC=1.[C:47]([OH:50])(=[O:49])[CH3:48]>>[C:47]([O:50][C:2]1[CH:3]=[C:4]2[C:9](=[CH:10][CH:11]=1)[CH:8]=[C:7]([C:12]([C:17]1[N:18]=[CH:19][NH:20][CH:21]=1)([OH:16])[CH:13]([CH3:15])[CH3:14])[CH:6]=[CH:5]2)(=[O:49])[CH3:48]. Reported procedure: A mixture of 1-(6-hydroxynaphthalen-2-yl)-1-(1-trityl-1H-imidazol-4-yl)-2-methyl-1-propanol (1.0 g), pyridine (4 ml) and anhydrous acetic acid (4 ml) was stirred at room temperature for 14 h. The reaction mixture was concentrated to dryness, and the residue was dissolved in ethyl acetate and washed with water and saturated aqueous solution of sodium chloride. The solution was dried and concentrated. The residue was crystallized from ethyl acetate-diisopropyl ether to give the titled compound (0....